This data is from the Open Reaction Database (ORD), a public repository of structured organic reaction records. The task is: describe an organic reaction: reactants, conditions, products, and yield RXN SMILES: [C:10](=[O:11])([O-:12])[O-:13].[CH3:16][O:17][CH2:18][Cl:19].[CH3:20][C:21](=[O:22])[CH3:23].[K+:14].[K+:15].[OH:1][c:2]1[cH:3][c:4]([CH:5]=[O:6])[cH:7][cH:8][cH:9]1>>[O:1]([c:2]1[cH:3][c:4]([CH:5]=[O:6])[cH:7][cH:8][cH:9]1)[CH2:18][O:17][CH3:16]. Reactants: O=C([O-])[O-], COCCl, CC(C)=O, [K+], [K+], O=Cc1cccc(O)c1. The product is COCOc1cccc(C=O)c1. Reactants: C(#N)C1=CC=CC2=C1S(CC1=C2N(N=C1C(=O)OCC)C1=CC=CC=C1)(=O)=O (Ethyl 6-cyano-1-phenyl-1,4-dihydrothiochromeno[4,3-c]pyrazole-3-carboxylate 5,5-dioxide), [OH-].[Na+] (NaOH), OO (hydrogen peroxide). Solvent: CCO (EtOH). Run at time 2 hour. Product: NC(=O)C1=CC=CC2=C1S(CC1=C2N(N=C1C(=O)O)C1=CC=CC=C1)(=O)=O (6-(Aminocarbonyl)-1-phenyl-1,4-dihydrothiochromeno[4,3-c]pyrazole-3-carboxylic acid 5,5-dioxide). Reaction SMILES: [C:1]([C:3]1[C:8]2[S:9](=[O:28])(=[O:27])[CH2:10][C:11]3[C:15]([C:16]([O:18]CC)=[O:17])=[N:14][N:13]([C:21]4[CH:26]=[CH:25][CH:24]=[CH:23][CH:22]=4)[C:12]=3[C:7]=2[CH:6]=[CH:5][CH:4]=1)#[N:2].[OH-:29].[Na+].OO>CCO>[NH2:2][C:1]([C:3]1[C:8]2[S:9](=[O:28])(=[O:27])[CH2:10][C:11]3[C:15]([C:16]([OH:18])=[O:17])=[N:14][N:13]([C:21]4[CH:26]=[CH:25][CH:24]=[CH:23][CH:22]=4)[C:12]=3[C:7]=2[CH:6]=[CH:5][CH:4]=1)=[O:29] |f:1.2|. Procedure details: To a solution of Ethyl 6-cyano-1-phenyl-1,4-dihydrothiochromeno[4,3-c]pyrazole-3-carboxylate 5,5-dioxide (100 mg, 0.254 mmol) in EtOH (10 mL) is added an aq. solution of NaOH (10%, 1 mL) and 30% hydrogen peroxide (2 mL) at 100° C. and the heating is continued for another 2 h. The reaction mixture is evaporated under vacuum, acidified with HCl (1.5 N) and extracted with EtOAc. The organic layer is separated, dried over Na2SO4 and concentrated under reduced pressure to afford the title compound. M... Starting materials: CCC#CC(C)(C)NC(=O)C(Br)(Br)CC, O=C([O-])[O-], CCOCC, CN(C)C=O, [K+], [K+], O, COC(=O)c1cncc(O)c1. Product: CCC#CC(C)(C)NC(=O)C(CC)Oc1cncc(C(=O)OC)c1. RXN SMILES: [Br:12][C:13]([C:14](=[O:15])[NH:16][C:17]([C:18]#[C:19][CH2:20][CH3:21])([CH3:22])[CH3:23])([CH2:24][CH3:25])[Br:26].[C:27](=[O:28])([O-:29])[O-:30].[CH3:33][CH2:34][O:35][CH2:36][CH3:37].[CH3:38][N:39]([CH3:40])[CH:41]=[O:42].[K+:31].[K+:32].[OH2:43].[OH:1][c:2]1[cH:3][n:4][cH:5][c:6]([C:8](=[O:9])[O:10][CH3:11])[cH:7]1>>[O:1]([c:2]1[cH:3][n:4][cH:5][c:6]([C:8](=[O:9])[O:10][CH3:11])[cH:7]1)[CH:13]([C:14](=[O:15])[NH:16][C:17]([C:18]#[C:19][CH2:20][CH3:21])([CH3:22])[CH3:23])[CH2:24][CH3:25]. Starting materials: FC=1C=CC=2N(C1)C(=C(N2)C2=CC=C(C=C2)F)CC=2N(C=CN2)C (6-fluoro-2-(4-fluorophenyl)-3-((1-methyl-1H-imidazol-2-yl)methyl)imidazo[1,2-a]pyridine), ClC1=CC=C(C=C1)C=1N=C2N(C=CC=C2)C1C=O (2-(4-chlorophenyl)imidazo[1,2-a]pyridine-3-carbaldehyde), CC1=NC=NO1 (5-methyl-1,2,4-oxadiazole). Yields the product ClC1=CC=C(C=C1)C=1N=C2N(C=CC=C2)C1CC1=NOC(=N1)C (3-((2-(4-chlorophenyl)imidazo[1,2-a]pyridin-3-yl)methyl)-5-methyl-1,2,4-oxadiazole). RXN SMILES: FC1C=CC2N(C(CC3N(C)C=CN=3)=C(C3C=CC(F)=CC=3)N=2)C=1.[Cl:25][C:26]1[CH:31]=[CH:30][C:29]([C:32]2[N:33]=[C:34]3[CH:39]=[CH:38][CH:37]=[CH:36][N:35]3[C:40]=2[CH:41]=O)=[CH:28][CH:27]=1.[CH3:43][C:44]1[O:48][N:47]=[CH:46][N:45]=1>>[Cl:25][C:26]1[CH:27]=[CH:28][C:29]([C:32]2[N:33]=[C:34]3[CH:39]=[CH:38][CH:37]=[CH:36][N:35]3[C:40]=2[CH2:41][C:46]2[N:45]=[C:44]([CH3:43])[O:48][N:47]=2)=[CH:30][CH:31]=1. Procedure details: The title compound was prepared according to Method C and the experimentals described for compound 199 from 2-(4-chlorophenyl)imidazo[1,2-a]pyridine-3-carbaldehyde and 5-methyl-1,2,4-oxadiazole. M/e+ 325 for C17H14ClN4O (M+H)+; 1H-NMR (400 MHz, CDCl3) δ 8.22 (d, J=6.9 Hz, 1H), 7.91 (d, J=8.4 Hz, 2H), 7.66 (d, J=8.8 Hz, 1H), 7.47 (d, J=8.4 Hz, 2H), 7.23 (m, 1H), 6.88 (t, J=6.9 Hz, 1H), 4.42 (d, J=0.7 Hz, 2H), 2.56 (s, 3H) ppm. The solvent is ClCCl (dichloromethane). The reactants are II (Iodine), C1(=CC=CC=C1)P(C1=CC=CC=C1)C1=CC=CC=C1 (triphenyl phosphine), N1C=NC=C1 (imidazole), S(=S)(=O)([O-])[O-].[Na+].[Na+] (sodium thiosulfate), [Si](C1=CC=CC=C1)(C1=CC=CC=C1)(C(C)(C)C)OCC(CO)F (3-{[Tert-Butyl(diphenyl)silyl]oxy}-2-fluoropropan-1-ol). The yield is 58.4%. The product is C(C)(C)(C)[Si](C1=CC=CC=C1)(C1=CC=CC=C1)OCC(CI)F (tert-Butyl (2-fluoro-3-iodopropoxy)diphenyl silane). Reaction SMILES: [Si:1]([O:18][CH2:19][CH:20]([F:23])[CH2:21]O)([C:14]([CH3:17])([CH3:16])[CH3:15])([C:8]1[CH:13]=[CH:12][CH:11]=[CH:10][CH:9]=1)[C:2]1[CH:7]=[CH:6][CH:5]=[CH:4][CH:3]=1.[I:24]I.C1(P(C2C=CC=CC=2)C2C=CC=CC=2)C=CC=CC=1.N1C=CN=C1.S([O-])([O-])(=O)=S.[Na+].[Na+]>ClCCl>[C:14]([Si:1]([O:18][CH2:19][CH:20]([F:23])[CH2:21][I:24])([C:2]1[CH:3]=[CH:4][CH:5]=[CH:6][CH:7]=1)[C:8]1[CH:13]=[CH:12][CH:11]=[CH:10][CH:9]=1)([CH3:16])([CH3:17])[CH3:15] |f:4.5.6|. Run at time 23 hour. Procedure details: 3-{[Tert-Butyl(diphenyl)silyl]oxy}-2-fluoropropan-1-ol(2.03 g, 6.12 mmol) was dissolved in dichloromethane (20 ml). Iodine (4.66 g, 18.36 mmol), triphenyl phosphine (4.82 g, 18.36 mmol) and imidazole (1.25 g, 18.36 mmol) were added to the solution under cooling on ice and the mixture was stirred at room temperature for 23 hours. A saturated sodium thiosulfate aqueous solution was added to the reaction solution under cooling on ice and stirred for a while, the solution was extracted with dichloro...